Dataset: the Open Reaction Database (ORD), a public repository of structured organic reaction records. Task: describe an organic reaction: reactants, conditions, products, and yield As a reaction SMILES: [NH2:1][C:2]1[C:15]2[C:14](=[O:16])[C:13]3[C:8](=[CH:9][CH:10]=[CH:11][CH:12]=3)[C:7](=[O:17])[C:6]=2[C:5]([NH2:18])=[CH:4][CH:3]=1.[CH2:19]([CH:21]1[O:23][CH2:22]1)[Br:20]>C(O)(=O)C.O>[Br:20][CH2:19][CH:21]([OH:23])[CH2:22][NH:1][C:2]1[C:15]2[C:14](=[O:16])[C:13]3[C:8](=[CH:9][CH:10]=[CH:11][CH:12]=3)[C:7](=[O:17])[C:6]=2[C:5]([NH:18][CH2:22][CH:21]([OH:23])[CH2:19][Br:20])=[CH:4][CH:3]=1. Procedure details: 1,4-Diaminoanthraquinone (2,5 g, 10.49 mmole) was slurried in 20 ml of glacial acetic acid. Water (1.8 ml) was added, followed by epibromohydrin (0.76 ml, 8.88 mmol). The mixture was heated to 80° C. The remaining epibromohydrin (2.24 ml, 26.18 mmol) was dripped in slowly during 5 hours, while the reaction temperature was held at 80° C. After the addition was complete, the 80° C. temperature was maintained for an additional 2 hours for a total of 7 hours. The reaction mixture was diluted with 20... Reaction conditions: temperature 80 celsius. Solvent: C(C)(=O)O (acetic acid), O (Water), C(C)(=O)O (acetic acid), O (water). Yield: 209.3%. Yields the product BrCC(CNC1=CC=C(C=2C(C3=CC=CC=C3C(C12)=O)=O)NCC(CBr)O)O (1,4-bis(3-bromo-2-hydroxypropylamino)-9,10-anthracenedione). The reactants are NC1=CC=C(C=2C(C3=CC=CC=C3C(C12)=O)=O)N (1,4-Diaminoanthraquinone), C(Br)C1CO1 (epibromohydrin), C(Br)C1CO1 (epibromohydrin). Reaction SMILES: [C:1]1([C:7]2[NH:8][C:9]3[C:14]([CH:15]=2)=[CH:13][CH:12]=[CH:11][CH:10]=3)[CH:6]=[CH:5][CH:4]=[CH:3][CH:2]=1.[Cl-].[Cl:17][C:18]1[CH:27]=[CH:26][CH:25]=[C:24]([F:28])[C:19]=1[CH:20]=[N+:21]([CH3:23])[CH3:22].ClC1C=CC=C(F)C=1C=O.CNC>>[Cl:17][C:18]1[CH:27]=[CH:26][CH:25]=[C:24]([F:28])[C:19]=1[CH:20]([N:21]([CH3:23])[CH3:22])[C:15]1[C:14]2[C:9](=[CH:10][CH:11]=[CH:12][CH:13]=2)[NH:8][C:7]=1[C:1]1[CH:6]=[CH:5][CH:4]=[CH:3][CH:2]=1 |f:1.2|. Procedure details: The preparation was carried out in accordance with general synthesis instructions 4 from 2-phenylindole and (2-chloro-6-fluoro-benzylidene)-dimethyl-ammonium chloride, which had been prepared in accordance with example 24 from 2-chloro-6-fluoro-benzaldehyde and dimethylamine. Reactants: C1(=CC=CC=C1)C=1NC2=CC=CC=C2C1 (2-phenylindole), [Cl-].ClC1=C(C=[N+](C)C)C(=CC=C1)F ((2-chloro-6-fluoro-benzylidene)-dimethyl-ammonium chloride), ClC1=C(C=O)C(=CC=C1)F (2-chloro-6-fluoro-benzaldehyde), CNC (dimethylamine). The product is ClC1=C(C(=CC=C1)F)C(C1=C(NC2=CC=CC=C12)C1=CC=CC=C1)N(C)C ([(2-Chloro-6-fluoro-phenyl)-(2-phenyl-1H-indol-3-yl)-methyl]-dimethylamine).